From a dataset of the Open Reaction Database (ORD), a public repository of structured organic reaction records. describe an organic reaction: reactants, conditions, products, and yield Reactants: CC(=O)[O-], CC(NC(=O)OCc1ccccc1)C(=O)Nc1cc(C2(c3ccccc3)CCNCC2)nn1C(C)(C)C, C=O, CO, [Na+]. Product: CC(NC(=O)OCc1ccccc1)C(=O)Nc1cc(C2(c3ccccc3)CCN(C)CC2)nn1C(C)(C)C. RXN SMILES: [C:40]([O-:41])(=[O:42])[CH3:43].[CH2:1]([c:2]1[cH:3][cH:4][cH:5][cH:6][cH:7]1)[O:8][C:9]([NH:10][CH:11]([CH3:12])[C:13]([NH:14][c:15]1[n:16]([C:32]([CH3:33])([CH3:34])[CH3:35])[n:17][c:18]([C:20]2([c:26]3[cH:27][cH:28][cH:29][cH:30][cH:31]3)[CH2:21][CH2:22][NH:23][CH2:24][CH2:25]2)[cH:19]1)=[O:36])=[O:37].[CH2:38]=[O:39].[CH3:45][OH:46].[Na+:44]>>[CH2:1]([c:2]1[cH:3][cH:4][cH:5][cH:6][cH:7]1)[O:8][C:9]([NH:10][CH:11]([CH3:12])[C:13]([NH:14][c:15]1[n:16]([C:32]([CH3:33])([CH3:34])[CH3:35])[n:17][c:18]([C:20]2([c:26]3[cH:27][cH:28][cH:29][cH:30][cH:31]3)[CH2:21][CH2:22][N:23]([CH3:40])[CH2:24][CH2:25]2)[cH:19]1)=[O:36])=[O:37]. The reactants are C(C1=CC=CC=C1)N1C(=CC=C1)C(=O)OC (methyl 1-benzyl-1H-pyrrole-2-carboxylate), solution, [H-].C(C(C)C)[Al+]CC(C)C (diisobutylaluminum hydride), CCCCCCC (heptane). The solvent is C(Cl)Cl (DCM). Conditions: time 2.5 hour. Product: C(C1=CC=CC=C1)N1C(=CC=C1)CO ((1-benzyl-1H-pyrrol-2-yl)-methanol). Yield: 88.4%. Reaction SMILES: [CH2:1]([N:8]1[CH:12]=[CH:11][CH:10]=[C:9]1[C:13](OC)=[O:14])[C:2]1[CH:7]=[CH:6][CH:5]=[CH:4][CH:3]=1.[H-].C([Al+]CC(C)C)C(C)C.CCCCCCC>C(Cl)Cl>[CH2:1]([N:8]1[CH:12]=[CH:11][CH:10]=[C:9]1[CH2:13][OH:14])[C:2]1[CH:3]=[CH:4][CH:5]=[CH:6][CH:7]=1 |f:1.2|. Procedure details: To a solution of methyl 1-benzyl-1H-pyrrole-2-carboxylate (3.00 g, 13.9 mmol) in DCM (70 mL) at −78° C. was added a 1M solution of diisobutylaluminum hydride (DIBAL-H) in heptane (35.0 mL, 34.8 mmol). After 45 min the reaction was quenched with saturated aqueous solution of NH4Cl (20 mL) and Rochell's salt (100 g). The mixture was allowed to warm to rt and was stirred for 2.5 h. The reaction mixture was extracted with EtOAc (3×). The combined organic layers were washed with H2O, saturated aq NaC... Starting materials: CS(=O)(=O)OC[C@H]1N(C[C@H](C1)SC(C1=CC=CC=C1)(C1=CC=CC=C1)C1=CC=CC=C1)C(=O)OCC1=CC=C(C=C1)[N+](=O)[O-] ((2S,4S)-2-(methanesulfonyloxy)methyl-1-(4-nitrobenzyloxycarbonyl)-4-(triphenylmethylthio)pyrrolidine), C(N)(=O)[C@H]1NCCC1 ((2S)-2-carbamoylpyrrolidine), ice water. Run in CN(C=O)C (dimethylformamide). Reaction conditions: time 5 hour. Product: C(N)(=O)[C@H]1N(CCC1)C[C@H]1N(C[C@H](C1)SC(C1=CC=CC=C1)(C1=CC=CC=C1)C1=CC=CC=C1)C(=O)OCC1=CC=C(C=C1)[N+](=O)[O-] ((2S ,4S )-2-[(2S)-2-carbamoylpyrrolidin-1-yl]methyl-1-(4-nitrobenzyloxycarbonyl)-4-(triphenylmethylthio)pyrrolidine). Isolated yield 25.3%. Reaction SMILES: CS(O[CH2:6][C@@H:7]1[CH2:11][C@H:10]([S:12][C:13]([C:26]2[CH:31]=[CH:30][CH:29]=[CH:28][CH:27]=2)([C:20]2[CH:25]=[CH:24][CH:23]=[CH:22][CH:21]=2)[C:14]2[CH:19]=[CH:18][CH:17]=[CH:16][CH:15]=2)[CH2:9][N:8]1[C:32]([O:34][CH2:35][C:36]1[CH:41]=[CH:40][C:39]([N+:42]([O-:44])=[O:43])=[CH:38][CH:37]=1)=[O:33])(=O)=O.[C:45]([C@@H:48]1[CH2:52][CH2:51][CH2:50][NH:49]1)(=[O:47])[NH2:46]>CN(C)C=O>[C:45]([C@@H:48]1[CH2:52][CH2:51][CH2:50][N:49]1[CH2:6][C@@H:7]1[CH2:11][C@H:10]([S:12][C:13]([C:14]2[CH:19]=[CH:18][CH:17]=[CH:16][CH:15]=2)([C:20]2[CH:25]=[CH:24][CH:23]=[CH:22][CH:21]=2)[C:26]2[CH:27]=[CH:28][CH:29]=[CH:30][CH:31]=2)[CH2:9][N:8]1[C:32]([O:34][CH2:35][C:36]1[CH:41]=[CH:40][C:39]([N+:42]([O-:44])=[O:43])=[CH:38][CH:37]=1)=[O:33])(=[O:47])[NH2:46]. Procedure details: To a solution of (2S,4S)-2-(methanesulfonyloxy)methyl-1-(4-nitrobenzyloxycarbonyl)-4-(triphenylmethylthio)pyrrolidine (3.0 g) in dimethylformamide (30 ml) was added (2S)-2-carbamoylpyrrolidine (10.76 g) and the mixture was stirred at 100°-110° C. for 5 hours. The reaction mixture was poured into ice-water (100 ml). The resulting precipitates were collected by filtration and washed with water (100 ml). The precipitates were dissolved in ethyl acetate (80 ml) and the solution was washed with aqueo... Starting materials: OC1C(CCC1)(C(=O)OCC)CCC (Ethyl 2-hydroxy-1-n-propyl-cyclopentane carboxylate), C(Cl)Cl (methylene chloride), C(C1=CC=CC=C1)(=O)Cl (benzoyl chloride). Run in N1=CC=CC=C1 (pyridine). Conditions: time 12 hour. Yields the product C(CC)C1(C(CCC1)OC(C1=CC=CC=C1)=O)C(=O)OCC (Ethyl 1-n-propyl-2-benzoyloxy-cyclopentane carboxylate). Isolated yield 109.7%. As a reaction SMILES: [OH:1][CH:2]1[CH2:6][CH2:5][CH2:4][C:3]1([CH2:12][CH2:13][CH3:14])[C:7]([O:9][CH2:10][CH3:11])=[O:8].C(Cl)Cl.[C:18](Cl)(=[O:25])[C:19]1[CH:24]=[CH:23][CH:22]=[CH:21][CH:20]=1>N1C=CC=CC=1>[CH2:12]([C:3]1([C:7]([O:9][CH2:10][CH3:11])=[O:8])[CH2:4][CH2:5][CH2:6][CH:2]1[O:1][C:18](=[O:25])[C:19]1[CH:24]=[CH:23][CH:22]=[CH:21][CH:20]=1)[CH2:13][CH3:14]. Procedure: Ethyl 2-hydroxy-1-n-propyl-cyclopentane carboxylate (6.00 g) was diluted using 60 ml of methylene chloride. At room temperature and with magnetic stirring, pyridine (3.67 ml) was slowly added, then benzoyl chloride (5.33 ml, 0.045 mol) was dropwise added. Upon the completion of the addition, the reaction was continued for 12 hours. Then solvent was removed, and the residue was extracted using ethyl acetate and water. Organic layer was washed, in turn, using 10% hydrochloric acid aqueous solution... Starting materials: C(C)OC(=O)C1=C(C=2N(N(C1=O)CCCC)C=CC2)O (1-butyl-4-hydroxy-2-oxo-1,2-dihydro-pyrrolo[1,2-b]pyridazine-3-carboxylic acid ethyl ester), NCC(=O)[O-].[Na+] (sodium glycinate). Product: C(CCC)N1N2C(C(=C(C1=O)C(=O)NCC(=O)O)O)=CC=C2 ([(1-Butyl-4-hydroxy-2-oxo-1,2-dihydro-pyrrolo[1,2-b]pyridazine-3-carbonyl)-amino]-acetic acid). Reaction SMILES: C(O[C:4]([C:6]1[C:11](=[O:12])[N:10]([CH2:13][CH2:14][CH2:15][CH3:16])[N:9]2[CH:17]=[CH:18][CH:19]=[C:8]2[C:7]=1[OH:20])=[O:5])C.[NH2:21][CH2:22][C:23]([O-:25])=[O:24].[Na+]>>[CH2:13]([N:10]1[C:11](=[O:12])[C:6]([C:4]([NH:21][CH2:22][C:23]([OH:25])=[O:24])=[O:5])=[C:7]([OH:20])[C:8]2=[CH:19][CH:18]=[CH:17][N:9]12)[CH2:14][CH2:15][CH3:16] |f:1.2|. Reported procedure: Prepared according to the glycinolysis condition used in Example 1 step d) from 1-butyl-4-hydroxy-2-oxo-1,2-dihydro-pyrrolo[1,2-b]pyridazine-3-carboxylic acid ethyl ester (1.0 eq.) and sodium glycinate (15 eq.). ESI (m/z): 308 (M+H)+. Reaction SMILES: [CH3:24][N:25]([CH3:26])[CH:27]=[O:28].[NH2:1][c:2]1[c:3]([O:4][CH:5]([CH:6]([C:7](=[O:8])[OH:9])[NH:10][C:11](=[O:12])[O:13][C:14]([CH3:15])([CH3:16])[CH3:17])[CH2:18][CH3:19])[cH:20][cH:21][cH:22][cH:23]1>>[NH:1]1[c:2]2[c:3]([cH:20][cH:21][cH:22][cH:23]2)[O:4][CH:5]([CH2:18][CH3:19])[CH:6]([NH:10][C:11](=[O:12])[O:13][C:14]([CH3:15])([CH3:16])[CH3:17])[C:7]1=[O:8]. The reactants are CN(C)C=O, CCC(Oc1ccccc1N)C(NC(=O)OC(C)(C)C)C(=O)O. The product is CCC1Oc2ccccc2NC(=O)C1NC(=O)OC(C)(C)C.